Dataset: the Open Reaction Database (ORD), a public repository of structured organic reaction records. Task: describe an organic reaction: reactants, conditions, products, and yield Starting materials: OC1=NC(=NC(=C1NC(C1=CC(=C(C(=C1)C)OC)C)=O)O)SC (N-(4,6-dihydroxy-2-methylsulfanyl-pyrimidin-5-yl)-4-methoxy-3,5-dimethyl-benzamide). The solvent is P(=O)(Cl)(Cl)Cl (phosphorus oxychloride). Product: COC1=C(C=C(C=C1C)C=1OC=2N=C(N=C(C2N1)O)SC)C (2-(4-Methoxy-3,5-dimethyl-phenyl)-5-methylsulfanyl-oxazolo[5,4-d]pyrimidin-7-ol). Isolated yield 61.7%. As a reaction SMILES: [OH:1][C:2]1[C:7]([NH:8][C:9](=O)[C:10]2[CH:15]=[C:14]([CH3:16])[C:13]([O:17][CH3:18])=[C:12]([CH3:19])[CH:11]=2)=[C:6]([OH:21])[N:5]=[C:4]([S:22][CH3:23])[N:3]=1>P(Cl)(Cl)(Cl)=O>[CH3:18][O:17][C:13]1[C:12]([CH3:19])=[CH:11][C:10]([C:9]2[O:21][C:6]3[N:5]=[C:4]([S:22][CH3:23])[N:3]=[C:2]([OH:1])[C:7]=3[N:8]=2)=[CH:15][C:14]=1[CH3:16]. Procedure details: 10.1 g of N-(4,6-dihydroxy-2-methylsulfanyl-pyrimidin-5-yl)-4-methoxy-3,5-dimethyl-benzamide in 55 ml of phosphorus oxychloride were heated to 60° C. for 3 h. After cooling, the resulting solid was collected by filtration with suction and washed with methyl tert-butyl ether. The solid was then dissolved in a mixture of dichloromethane and tetrahydrofuran, washed with a saturated aqueous sodium hydrogencarbonate solution, dried and concentrated in vacuo. 5.9 g of the title compound were obtained. Starting materials: COc1cc(C(C)C)c2c(c1)S(=O)(=O)N(CCl)C2=O, [K+], [K+], O=C([O-])[O-], CN(C)C=O, O, O=C(O)c1ccsc1. Yields the product COc1cc(C(C)C)c2c(c1)S(=O)(=O)N(COC(=O)c1ccsc1)C2=O. Reaction SMILES: [Cl:20][CH2:21][N:22]1[S:23](=[O:24])(=[O:25])[c:26]2[cH:27][c:28]([O:37][CH3:38])[cH:29][c:30]([CH:34]([CH3:35])[CH3:36])[c:31]2[C:32]1=[O:33].[K+:10].[K+:9].[O-:11][C:12]([O-:13])=[O:14].[O:15]=[CH:16][N:17]([CH3:18])[CH3:19].[OH2:39].[s:1]1[cH:2][c:3]([C:6](=[O:7])[OH:8])[cH:4][cH:5]1>>[s:1]1[cH:2][c:3]([C:6](=[O:7])[O:8][CH2:21][N:22]2[S:23](=[O:24])(=[O:25])[c:26]3[cH:27][c:28]([O:37][CH3:38])[cH:29][c:30]([CH:34]([CH3:35])[CH3:36])[c:31]3[C:32]2=[O:33])[cH:4][cH:5]1. The reactants are CCC(=O)OC(=O)CC, OCc1nnc2n1-c1ccc(Cl)cc1C(c1ccccc1)=NC2, O. Product: CCC(=O)O, OCc1nnc2n1-c1ccc(Cl)cc1C(c1ccccc1)=NC2. Reaction SMILES: [C:24]([CH2:25][CH3:26])(=[O:27])[O:28][C:29](=[O:30])[CH2:31][CH3:32].[Cl:1][c:2]1[cH:3][cH:4][c:5]2[c:6]([cH:23]1)[C:7]([c:17]1[cH:18][cH:19][cH:20][cH:21][cH:22]1)=[N:8][CH2:9][c:10]1[n:11]-2[c:12]([CH2:15][OH:16])[n:13][n:14]1.[OH2:33]>>[C:24]([CH2:25][CH3:26])(=[O:27])[OH:28].[Cl:1][c:2]1[cH:3][cH:4][c:5]2[c:6]([cH:23]1)[C:7]([c:17]1[cH:18][cH:19][cH:20][cH:21][cH:22]1)=[N:8][CH2:9][c:10]1[n:11]-2[c:12]([CH2:15][OH:16])[n:13][n:14]1. Starting materials: FC1=C(C(=C(C=C1OC)OC)F)C1=CC2=C(C=N1)C(=NN2C2OCCCC2)I (6-(2,6-difluoro-3,5-dimethoxyphenyl)-3-iodo-1-(tetrahydro-2H-pyran-2-yl)-1H-pyrazolo[4,3-c]pyridine), CC1(OB(OC1(C)C)C=1C=C2CCNC(C2=CC1)=O)C (6-(4,4,5,5-tetramethyl-1,3,2-dioxaborolan-2-yl)-3,4-dihydroisoquinolin-1(2H)-one). Yields the product FC1=C(C(=C(C=C1OC)OC)F)C1=CC2=C(C=N1)C(=NN2)C=2C=C1CCNC(C1=CC2)=O (6-[6-(2,6-Difluoro-3,5-dimethoxyphenyl)-1H-pyrazolo[4,3-c]pyridin-3-yl]-3,4-dihydroisoquinolin-1(2H)-one). RXN SMILES: [F:1][C:2]1[C:7]([O:8][CH3:9])=[CH:6][C:5]([O:10][CH3:11])=[C:4]([F:12])[C:3]=1[C:13]1[N:18]=[CH:17][C:16]2[C:19](I)=[N:20][N:21](C3CCCCO3)[C:15]=2[CH:14]=1.CC1(C)C(C)(C)OB([C:37]2[CH:38]=[C:39]3[C:44](=[CH:45][CH:46]=2)[C:43](=[O:47])[NH:42][CH2:41][CH2:40]3)O1>>[F:12][C:4]1[C:5]([O:10][CH3:11])=[CH:6][C:7]([O:8][CH3:9])=[C:2]([F:1])[C:3]=1[C:13]1[N:18]=[CH:17][C:16]2[C:19]([C:37]3[CH:38]=[C:39]4[C:44](=[CH:45][CH:46]=3)[C:43](=[O:47])[NH:42][CH2:41][CH2:40]4)=[N:20][NH:21][C:15]=2[CH:14]=1. Procedure: This compound was prepared by using procedures analogous to those described for the synthesis of Example 52, Step 8 starting from 6-(2,6-difluoro-3,5-dimethoxyphenyl)-3-iodo-1-(tetrahydro-2H-pyran-2-yl)-1H-pyrazolo[4,3-c]pyridine and 6-(4,4,5,5-tetramethyl-1,3,2-dioxaborolan-2-yl)-3,4-dihydroisoquinolin-1(2H)-one (Example 8, Step 1). LCMS (M+H)+=437.2. The reactants are [Al+3], CCCCCCCCCCCCCCCCCC(=O)CCCCCCCCCCCCCCCCC, [H-], [H-], [H-], [H-], [Li+], C1CCOC1. Yields the product CCCCCCCCCCCCCCCCCC(O)CCCCCCCCCCCCCCCCC. RXN SMILES: [Al+3:2].[CH3:7][CH2:8][CH2:9][CH2:10][CH2:11][CH2:12][CH2:13][CH2:14][CH2:15][CH2:16][CH2:17][CH2:18][CH2:19][CH2:20][CH2:21][CH2:22][CH2:23][C:24](=[O:25])[CH2:26][CH2:27][CH2:28][CH2:29][CH2:30][CH2:31][CH2:32][CH2:33][CH2:34][CH2:35][CH2:36][CH2:37][CH2:38][CH2:39][CH2:40][CH2:41][CH3:42].[H-:1].[H-:4].[H-:5].[H-:6].[Li+:3].[O:43]1[CH2:44][CH2:45][CH2:46][CH2:47]1>>[CH3:7][CH2:8][CH2:9][CH2:10][CH2:11][CH2:12][CH2:13][CH2:14][CH2:15][CH2:16][CH2:17][CH2:18][CH2:19][CH2:20][CH2:21][CH2:22][CH2:23][CH:24]([OH:25])[CH2:26][CH2:27][CH2:28][CH2:29][CH2:30][CH2:31][CH2:32][CH2:33][CH2:34][CH2:35][CH2:36][CH2:37][CH2:38][CH2:39][CH2:40][CH2:41][CH3:42]. The reactants are FC1=C2C=CC=NC2=C(C(=C1)S(=O)(=O)Cl)O (5-fluoro-8-hydroxy-7-quinolinesulfonyl chloride), C(C1=CC=CC=C1)N (benzylamine). Solvent: C1CCOC1 (THF), C(C)(=O)O (acetic acid), O (water). Reaction conditions: temperature -78 celsius, time 1 hour. The product is FC1=C2C=CC=NC2=C(C(=C1)S(=O)(=O)NCC1=CC=CC=C1)O (5-Flouro-8-hydroxy-N-(phenylmethyl)-7-quinolinesulfonamide). RXN SMILES: [F:1][C:2]1[CH:11]=[C:10]([S:12](Cl)(=[O:14])=[O:13])[C:9]([OH:16])=[C:8]2[C:3]=1[CH:4]=[CH:5][CH:6]=[N:7]2.[CH2:17]([NH2:24])[C:18]1[CH:23]=[CH:22][CH:21]=[CH:20][CH:19]=1>C1COCC1.C(O)(=O)C.O>[F:1][C:2]1[CH:11]=[C:10]([S:12]([NH:24][CH2:17][C:18]2[CH:23]=[CH:22][CH:21]=[CH:20][CH:19]=2)(=[O:14])=[O:13])[C:9]([OH:16])=[C:8]2[C:3]=1[CH:4]=[CH:5][CH:6]=[N:7]2. Procedure: A suspension of 5-fluoro-8-hydroxy-7-quinolinesulfonyl chloride (0.150 g) in 2 mL of THF is cooled to −78° C. and treated with benzylamine (0.186 mL). The mixture is allowed to warm to 25° C. over several hours, then diluted with 50 μL of glacial acetic acid and 2 mL of distilled water. The oil which forms is crystallized by scratching, and the resulting suspension is stirred for one hour. The solid is filtered, washed with two 2 mL portions of distilled water and dried in a stream of air to giv...